Dataset: the Open Reaction Database (ORD), a public repository of structured organic reaction records. Task: describe an organic reaction: reactants, conditions, products, and yield Yields the product Cc1cc([N+](=O)[O-])cnc1Cl. Reactants: Cc1cc([N+](=O)[O-])cnc1O, ClCCCl, CN(C)C=O. As a reaction SMILES: [CH3:1][c:2]1[c:3]([OH:11])[n:4][cH:5][c:6]([N+:8](=[O:9])[O-:10])[cH:7]1.[Cl:12][CH2:13][CH2:14][Cl:15].[O:16]=[CH:17][N:18]([CH3:19])[CH3:20]>>[CH3:1][c:2]1[c:3]([Cl:12])[n:4][cH:5][c:6]([N+:8](=[O:9])[O-:10])[cH:7]1.